Dataset: the Open Reaction Database (ORD), a public repository of structured organic reaction records. Task: describe an organic reaction: reactants, conditions, products, and yield Starting materials: hydrochloride salt, Cl.OC=1C(=CC=2CC(CCC2C1)N)C(=O)N (3-hydroxy-7-amino-5,6,7,8-tetrahydro-2-naphthalenecarboxamide hydrochloride), O (water), N (ammonia). The reagents and catalysts are [Pd] (palladium-on-carbon). The solvent is CO (methanol), CO (methanol), CO (methanol). Conditions: time 17 day. Yields the product OC=1C(=CC=2CC(CCC2C1)N)C(=O)N (3-Hydroxy-7-amino-5,6,7,8-tetrahydro-2-naphthlenecarboxamide). RXN SMILES: O.N.Cl.[OH:4][C:5]1[C:6]([C:16]([NH2:18])=[O:17])=[CH:7][C:8]2[CH2:9][CH:10]([NH2:15])[CH2:11][CH2:12][C:13]=2[CH:14]=1>CO.[Pd]>[OH:4][C:5]1[C:6]([C:16]([NH2:18])=[O:17])=[CH:7][C:8]2[CH2:9][CH:10]([NH2:15])[CH2:11][CH2:12][C:13]=2[CH:14]=1 |f:2.3|. Procedure details: A portion of the above free base was converted to the hydrochloride salt. Eight and nine tenths grams of this salt were dissolved in methanol containing 1 ml. of water. Two grams of 5% palladium-on-carbon were added and the mixture hydrogenated at 60 psi. The hydrogenation mixture was then filtered and the filtrate evaporated to dryness in vacuo. A white solid shown by TLC to consist of a single spot comprising methyl dl-3-hydroxy-7-amino-5,6,7,8-tetrahydro-2-naphthoate hydrochloride was obtaine... The reactants are O1C(COC2=C1C=CC=C2)CN2CC(CCC2)(C)CO ([1-(2,3-dihydrobenzo[1,4]dioxin-2-ylmethyl)-3-methylpiperidin-3-yl]methanol), [H-].[Na+] (NaH), CI (methyl iodide), O (Water). Solvent: C1CCOC1 (THF), C1CCOC1 (THF). Conditions: temperature 70 celsius, time 1 hour. The product is O1C(COC2=C1C=CC=C2)CN2CC(CCC2)(C)COC (1-(2,3-Dihydrobenzo[1,4]dioxin-2-ylmethyl)-3-methoxymethyl-3-methylpiperidine). Reaction SMILES: [O:1]1[C:6]2[CH:7]=[CH:8][CH:9]=[CH:10][C:5]=2[O:4][CH2:3][CH:2]1[CH2:11][N:12]1[CH2:17][CH2:16][CH2:15][C:14]([CH2:19][OH:20])([CH3:18])[CH2:13]1.[H-].[Na+].[CH3:23]I.O>C1COCC1>[O:1]1[C:6]2[CH:7]=[CH:8][CH:9]=[CH:10][C:5]=2[O:4][CH2:3][CH:2]1[CH2:11][N:12]1[CH2:17][CH2:16][CH2:15][C:14]([CH2:19][O:20][CH3:23])([CH3:18])[CH2:13]1 |f:1.2|. Reported procedure: A solution of [1-(2,3-dihydrobenzo[1,4]dioxin-2-ylmethyl)-3-methylpiperidin-3-yl]methanol (0.1 g, 0.36 mmol) in THF (5 ml) was added to NaH (60% in oil, 79.0 mg, 1.79 mmol) which was previously washed with heptane. The reaction mixture was stirred at 70° C. for 1 h and then cooled to RT followed by dropwise addition of a solution of methyl iodide (0.034 ml, 0.54 mmol) in THF (1 ml). Stirring was continued for 1 h. Water was slowly added and the reaction mixture extracted with DCM (3×20 ml). The ... Starting materials: N#CC=Cc1ccc(OCc2ccccc2)cc1, CO, [Mg]. The product is N#CCCc1ccc(OCc2ccccc2)cc1. Reaction SMILES: [CH2:2]([c:3]1[cH:4][cH:5][cH:6][cH:7][cH:8]1)[O:9][c:10]1[cH:11][cH:12][c:13]([CH:16]=[CH:17][C:18]#[N:19])[cH:14][cH:15]1.[CH3:20][OH:21].[Mg:1]>>[CH2:2]([c:3]1[cH:4][cH:5][cH:6][cH:7][cH:8]1)[O:9][c:10]1[cH:11][cH:12][c:13]([CH2:16][CH2:17][C:18]#[N:19])[cH:14][cH:15]1. The reactants are C(C)(C)(C)OC(=O)N1[C@@H](CC(C1)=NOC)C(=O)O ((2S,4EZ)-1-(tert-butoxycarbonyl)-4-(methoxyimino)-2-pyrrolidinecarboxylic acid), C1(=CC=C(C=C1)C(=O)Cl)C1=CC=CC=C1 ([1,1′-biphenyl]-4-carbonyl chloride), N[C@H]1[C@@H](CCCC1)CO ([(1R,2R)-2-aminocyclohexyl]methanol). The product is C1(=CC=C(C=C1)C(=O)N1[C@@H](CC(C1)=NOC)C(=O)N[C@H]1[C@@H](CCCC1)CO)C1=CC=CC=C1 ((2S,4EZ)-1-([1,1′-biphenyl]-4-ylcarbonyl)-N-[(1R,2R)-2-(hydroxymethyl)-cyclohexyl]-4-(methoxyimino)-2-pyrrolidinecarboxamide). RXN SMILES: C(O[C:6]([N:8]1[CH2:12][C:11](=[N:13][O:14][CH3:15])[CH2:10][C@H:9]1[C:16]([OH:18])=O)=[O:7])(C)(C)C.[C:19]1([C:28]2[CH:33]=[CH:32][CH:31]=[CH:30][CH:29]=2)[CH:24]=[CH:23][C:22](C(Cl)=O)=[CH:21][CH:20]=1.[NH2:34][C@@H:35]1[CH2:40][CH2:39][CH2:38][CH2:37][C@H:36]1[CH2:41][OH:42]>>[C:28]1([C:19]2[CH:20]=[CH:21][CH:22]=[CH:23][CH:24]=2)[CH:29]=[CH:30][C:31]([C:6]([N:8]2[CH2:12][C:11](=[N:13][O:14][CH3:15])[CH2:10][C@H:9]2[C:16]([NH:34][C@@H:35]2[CH2:40][CH2:39][CH2:38][CH2:37][C@H:36]2[CH2:41][OH:42])=[O:18])=[O:7])=[CH:32][CH:33]=1. Reported procedure: Following the general method as outlined in Example 22, starting from (2S,4EZ)-1-(tert-butoxycarbonyl)-4-(methoxyimino)-2-pyrrolidinecarboxylic acid, [1,1′-biphenyl]-4-carbonyl chloride, and [(1R,2R)-2-aminocyclohexyl]methanol, the title compound was obtained in 65% purity by HPLC. MS(ESI+): m/z=450. Starting materials: CCCC(=O)c1cnc2c(OC)cccc2c1Cl, Cc1cc(O)ccc1N, C1COCCO1. Yields the product CCCC(=O)c1cnc2c(OC)cccc2c1Nc1ccc(O)cc1C. As a reaction SMILES: [C:1]([CH2:2][CH2:3][CH3:4])(=[O:5])[c:6]1[cH:7][n:8][c:9]2[c:10]([O:17][CH3:18])[cH:11][cH:12][cH:13][c:14]2[c:15]1[Cl:16].[CH3:19][c:20]1[cH:21][c:22]([OH:23])[cH:24][cH:25][c:26]1[NH2:27].[O:28]1[CH2:29][CH2:30][O:31][CH2:32][CH2:33]1>>[C:1]([CH2:2][CH2:3][CH3:4])(=[O:5])[c:6]1[cH:7][n:8][c:9]2[c:10]([O:17][CH3:18])[cH:11][cH:12][cH:13][c:14]2[c:15]1[NH:27][c:26]1[c:20]([CH3:19])[cH:21][c:22]([OH:23])[cH:24][cH:25]1. Reaction SMILES: [CH3:44][C:45]([OH:46])=[O:47].[CH3:48][N:49]([CH3:50])[c:51]1[cH:52][cH:53][n:54][cH:55][cH:56]1.[CH3:57][CH2:58][CH2:59][CH2:60][CH2:61][CH3:62].[CH:26]1([N:27]=[C:28]=[N:29][CH:30]2[CH2:31][CH2:32][CH2:33][CH2:34][CH2:35]2)[CH2:36][CH2:37][CH2:38][CH2:39][CH2:40]1.[Cl:41][CH2:42][Cl:43].[OH:1][CH:2]([CH2:3][CH2:4][CH:5]([CH3:6])[CH3:7])[c:8]1[c:9]([O:24][CH3:25])[c:10]2[c:11]([O:22][CH3:23])[cH:12][cH:13][c:14]([O:20][CH3:21])[c:15]2[c:16]([O:18][CH3:19])[cH:17]1>>[O:1]([CH:2]([CH2:3][CH2:4][CH:5]([CH3:6])[CH3:7])[c:8]1[c:9]([O:24][CH3:25])[c:10]2[c:11]([O:22][CH3:23])[cH:12][cH:13][c:14]([O:20][CH3:21])[c:15]2[c:16]([O:18][CH3:19])[cH:17]1)[C:45]([CH3:44])=[O:46]. Reactants: CC(=O)O, CN(C)c1ccncc1, CCCCCC, C(=NC1CCCCC1)=NC1CCCCC1, ClCCl, COc1ccc(OC)c2c(OC)c(C(O)CCC(C)C)cc(OC)c12. Product: COc1ccc(OC)c2c(OC)c(C(CCC(C)C)OC(C)=O)cc(OC)c12. The reactants are N1CC(CCC1)CO (3-piperidinemethanol), N1C(CCCC1)CO (2-piperidinemethanol), ClC(=O)OCCCCCCCCCCCCCCCCCC (octadecyl chloroformate). Product: ClC(=O)OCCCCCCCCCCCCCCCC (hexadecyl chloroformate). Reaction SMILES: N1CCCC(CO)C1.N1CCCCC1CO.[Cl:17][C:18]([O:20][CH2:21][CH2:22][CH2:23][CH2:24][CH2:25][CH2:26][CH2:27][CH2:28][CH2:29][CH2:30][CH2:31][CH2:32][CH2:33][CH2:34][CH2:35][CH2:36]CC)=[O:19]>>[Cl:17][C:18]([O:20][CH2:21][CH2:22][CH2:23][CH2:24][CH2:25][CH2:26][CH2:27][CH2:28][CH2:29][CH2:30][CH2:31][CH2:32][CH2:33][CH2:34][CH2:35][CH3:36])=[O:19]. Procedure details: Following essentially the procedure of Example 1(a), and using in place of 3-piperidinemethanol, an approximately equivalent amount of 2-piperidinemethanol, and using in place of octadecyl chloroformate, an approximately equivalent amount of hexadecyl chloroformate, a white solid was obtained. Reactants: N1(CCCCC1)C(=O)C1=COC2=C1C=CC=C2 (3-(1-piperidylcarbonyl)benzofuran), Mg, [NH4+].[Cl-] (NH4Cl). Run in CO (methanol). Reaction conditions: temperature 50 celsius. Yields the product N1(CCCCC1)C(=O)C1COC2=C1C=CC=C2 (3-(1-Piperidylcarbonyl)-2,3-dihydrobenzofuran). The yield is 99.1%. As a reaction SMILES: [N:1]1([C:7]([C:9]2[C:13]3[CH:14]=[CH:15][CH:16]=[CH:17][C:12]=3[O:11][CH:10]=2)=[O:8])[CH2:6][CH2:5][CH2:4][CH2:3][CH2:2]1.[NH4+].[Cl-]>CO>[N:1]1([C:7]([CH:9]2[C:13]3[CH:14]=[CH:15][CH:16]=[CH:17][C:12]=3[O:11][CH2:10]2)=[O:8])[CH2:2][CH2:3][CH2:4][CH2:5][CH2:6]1 |f:1.2|. Procedure: To a solution of 3-(1-piperidylcarbonyl)benzofuran (6.7 g) in methanol (150 ml) kept at 35-50° C. were added small portions (in total 3 g) of Mg turnings during 5 hours. After stirring for another hour at 50° C. the mixture was poured onto an aqueous solution of NH4Cl. The aqueous solution was extracted with dichloromethane (2×200 ml). The combined organic phases were worked-up yielding 6.7 g of the title 2,3-dihydrobenzofuran derivative as an oil.